From a dataset of the Open Reaction Database (ORD), a public repository of structured organic reaction records. describe an organic reaction: reactants, conditions, products, and yield Reactants: C1(=CC=C(C=C1)S(=O)(=O)Cl)C (p-toluenesulfonyl chloride), C(C)(C)N(C(C)C)CC (N, N-diisopropylethylamine), [N+](=O)([O-])C1=CC=CC2=C1NC(CO2)CO ((5-Nitro-3,4-dihydro-2H-benzo[1,4]oxazin-3-yl)-methanol). The reagents and catalysts are CN(C)C=1C=CN=CC1 (4-DMAP). Run in C(Cl)Cl (methylene chloride), C(Cl)Cl (methylene chloride). Conditions: time 8 hour. The product is [N+](=O)([O-])C1=CC=CC2=C1NC(CO2)COS(=O)(=O)C2=CC=C(C=C2)C (Toluene-4-sulfonic acid 5-nitro-3,4-dihydro-2H-benzo[1,4]oxazin-3-ylmethyl ester). Isolated yield 93.0%. RXN SMILES: [N+:1]([C:4]1[C:9]2[NH:10][CH:11]([CH2:14][OH:15])[CH2:12][O:13][C:8]=2[CH:7]=[CH:6][CH:5]=1)([O-:3])=[O:2].C(N(CC)C(C)C)(C)C.[C:25]1([CH3:35])[CH:30]=[CH:29][C:28]([S:31](Cl)(=[O:33])=[O:32])=[CH:27][CH:26]=1>C(Cl)Cl.CN(C1C=CN=CC=1)C>[N+:1]([C:4]1[C:9]2[NH:10][CH:11]([CH2:14][O:15][S:31]([C:28]3[CH:29]=[CH:30][C:25]([CH3:35])=[CH:26][CH:27]=3)(=[O:33])=[O:32])[CH2:12][O:13][C:8]=2[CH:7]=[CH:6][CH:5]=1)([O-:3])=[O:2]. Procedure: (5-Nitro-3,4-dihydro-2H-benzo[1,4]oxazin-3-yl)-methanol (6.5 g, 31.0 mmole) was dissolved in methylene chloride (200 mL), N, N-diisopropylethylamine (10.8 mL, 62 mmole) and 4-DMAP (1.18 g) were added, followed by p-toluenesulfonyl chloride (12.85 g, 67.4 mmole) and the mixture stirred at room temperature under nitrogen overnight. The mixture was diluted with methylene chloride (100 mL), washed with HCl (1N, 200 mL), saturated sodium bicarbonate (200 mL), saturated sodium chloride (200 mL) and dr... Starting materials: CC(CC(O)C(Cc1ccccc1)NC(=O)c1cc(-c2ccccc2)cc(N2CCCC2=O)c1)C(=O)NCCC(C)(C)C, CC(CC(O)C(N)Cc1ccccc1)C(=O)NC1CC2CCC1C2, O=C(O)c1cc(C(F)(F)F)cc(N2CCCC2=O)c1F. Product: CC(CC(O)C(Cc1ccccc1)NC(=O)c1cc(C(F)(F)F)cc(N2CCCC2=O)c1F)C(=O)NC1CC2CCC1C2. As a reaction SMILES: [CH2:1]([CH:2]([NH:3][C:4](=[O:5])[c:6]1[cH:7][c:8](-[c:9]2[cH:10][cH:11][cH:12][cH:13][cH:14]2)[cH:15][c:16]([N:17]2[CH2:18][CH2:19][CH2:20][C:21]2=[O:22])[cH:23]1)[CH:24]([OH:25])[CH2:26][CH:27]([C:28](=[O:29])[NH:30][CH2:31][CH2:32][C:33]([CH3:34])([CH3:35])[CH3:36])[CH3:37])[c:38]1[cH:39][cH:40][cH:41][cH:42][cH:43]1.[CH:64]12[CH:65]([NH:71][C:72]([CH:73]([CH2:74][CH:75]([CH:76]([CH2:77][c:78]3[cH:79][cH:80][cH:81][cH:82][cH:83]3)[NH2:84])[OH:85])[CH3:86])=[O:87])[CH2:66][CH:67]([CH2:68][CH2:69]1)[CH2:70]2.[F:44][c:45]1[c:46]([C:47](=[O:48])[OH:49])[cH:50][c:51]([C:60]([F:61])([F:62])[F:63])[cH:52][c:53]1[N:54]1[C:55](=[O:59])[CH2:56][CH2:57][CH2:58]1>>[F:44][c:45]1[c:46]([C:47](=[O:49])[NH:84][CH:76]([CH:75]([CH2:74][CH:73]([C:72]([NH:71][CH:65]2[CH:64]3[CH2:69][CH2:68][CH:67]([CH2:66]2)[CH2:70]3)=[O:87])[CH3:86])[OH:85])[CH2:77][c:78]2[cH:79][cH:80][cH:81][cH:82][cH:83]2)[cH:50][c:51]([C:60]([F:61])([F:62])[F:63])[cH:52][c:53]1[N:54]1[C:55](=[O:59])[CH2:56][CH2:57][CH2:58]1. Reactants: ceric ammonium nitrate, C(#N)C=1C(=NC(=NC1)NC1=CC=C(C=C1)F)C=1C=CC(=NC1)NCC1=CC=C(C=C1)OC (5-cyano-N-(4-fluorophenyl)-4-[2-(4-methoxy-benzylamino)pyridin-5-yl]pyrimidine-2-amine), C(=O)(O)[O-].[Na+] (NaHCO3). Solvent: O (water), C(C)#N (acetonitrile), CO (MeOH), ClCCl (dichloromethane). The product is NC1=NC=C(C=C1)C1=NC(=NC=C1C#N)NC1=CC=C(C=C1)F (4-(2-Aminopyridin-5-yl)-5-cyano-N-(4-fluorophenyl)pyrimidine-2-amine). Yield: 57.1%. As a reaction SMILES: [C:1]([C:3]1[C:4]([C:17]2[CH:18]=[CH:19][C:20]([NH:23]CC3C=CC(OC)=CC=3)=[N:21][CH:22]=2)=[N:5][C:6]([NH:9][C:10]2[CH:15]=[CH:14][C:13]([F:16])=[CH:12][CH:11]=2)=[N:7][CH:8]=1)#[N:2].C([O-])(O)=O.[Na+]>C(#N)C.CO.ClCCl.O>[NH2:23][C:20]1[CH:19]=[CH:18][C:17]([C:4]2[C:3]([C:1]#[N:2])=[CH:8][N:7]=[C:6]([NH:9][C:10]3[CH:15]=[CH:14][C:13]([F:16])=[CH:12][CH:11]=3)[N:5]=2)=[CH:22][N:21]=1 |f:1.2|. Procedure details: To a suspension of 5-cyano-N-(4-fluorophenyl)-4-[2-(4-methoxy-benzylamino)pyridin-5-yl]pyrimidine-2-amine (104 mg, 0.24 mmol) in acetonitrile (4 mL), MeOH (2 mL) and dichloromethane (2 mL), was added dropwise a solution of ceric ammonium nitrate (133 mg, 0.24 mmol) in water (1 mL). After 0.5 h the reaction was poured into saturated NaHCO3 and extracted with CHCl2. The organic phase was dried (MgSO4) and concentrated under reduced pressure to give the title compound (42 mg) as a buff solid, m.p. ... The reactants are CC1(C=2C=CC(=CC2C(CC1)(C)C)B(O)O)C (5,6,7,8-tetrahydro-5,5,8,8-tetramethyl-2-naphthylboronic acid), BrC=1C=C(SC1)C=O (4-bromo-2-thiophenecarboxaldehyde), aldehyde. Product: CC1(C=2C=CC(=CC2C(CC1)(C)C)C=1C=C(SC1)C=O)C (4-(5,6,7,8-Tetrahydro-5,5,8,8-tetramethyl-2-naphthyl)-2-thiophenecarboxaldehyde). RXN SMILES: [CH3:1][C:2]1([CH3:17])[CH2:11][CH2:10][C:9]([CH3:13])([CH3:12])[C:8]2[CH:7]=[C:6](B(O)O)[CH:5]=[CH:4][C:3]1=2.Br[C:19]1[CH:20]=[C:21]([CH:24]=[O:25])[S:22][CH:23]=1>>[CH3:1][C:2]1([CH3:17])[CH2:11][CH2:10][C:9]([CH3:13])([CH3:12])[C:8]2[CH:7]=[C:6]([C:19]3[CH:20]=[C:21]([CH:24]=[O:25])[S:22][CH:23]=3)[CH:5]=[CH:4][C:3]1=2. Procedure details: In a similar manner to Example 3(b), by reaction of 4.3 g (18.7 mmol) of 5,6,7,8-tetrahydro-5,5,8,8-tetramethyl-2-naphthylboronic acid with 2.36 g (12.3 mmol) of 4-bromo-2-thiophenecarboxaldehyde, 2.3 g (63%) of the expected aldehyde derivative are obtained, with a melting point of 84-5° C. The reactants are CC1=C(N)C(=CC(=C1)C)C (2,4,6-trimethylaniline), O1CCOCC1 (dioxane). Conditions: time 18 hour. Product: NC1=C(C=C(C=O)C=C1C)C (4-amino-3,5-dimethyl-benzaldehyde). Yield: 15.2%. As a reaction SMILES: [CH3:1][C:2]1[CH:8]=[C:7]([CH3:9])[CH:6]=[C:5]([CH3:10])[C:3]=1[NH2:4].[O:11]1CCOCC1>>[NH2:4][C:3]1[C:5]([CH3:10])=[CH:6][C:7]([CH:9]=[O:11])=[CH:8][C:2]=1[CH3:1]. Reported procedure: To a solution of 2,4,6-trimethylaniline (29.8 g, 0.22 mol) in dioxane (300 mL) DDQ (49.9 g, 0.22 mol) is added. The brown suspension is stirred at rt for 18 h before it is filtered. The solvent of the filtrate is evaporated and the crude product is purified by CC on silica gel eluting with hexane:EA 1:1 to give 4-amino-3,5-dimethyl-benzaldehyde (5.0 g) as a beige solid; LC-MS: tR=0.78 min, [M+1]+=150.26.